The task is: describe an organic reaction: reactants, conditions, products, and yield. This data is from the Open Reaction Database (ORD), a public repository of structured organic reaction records. The reactants are C(C)(=O)O (acetic acid), [BH4-].[Na+] (Sodium borohydride), COC[C@]12CCC(C=C1CC[C@H]1[C@@H]3CCC([C@@]3(C)CC[C@H]21)=O)=O (19-Methoxyandrost-4-ene-3,17-dione). The reagents and catalysts are O (water). Solvent: CO (methanol). Conditions: temperature 0 celsius, time 2 hour. Yields the product COC[C@]12CC[C@@H](C=C1CC[C@H]1[C@@H]3CC[C@@H]([C@@]3(C)CC[C@H]21)O)O (19-methoxy-androst-4-ene-3β,17β-diol). Reaction SMILES: [CH3:1][O:2][CH2:3][C@@:4]12[C@@H:21]3[C@H:12]([C@H:13]4[C@@:17]([CH2:19][CH2:20]3)([CH3:18])[C:16](=[O:22])[CH2:15][CH2:14]4)[CH2:11][CH2:10][C:9]1=[CH:8][C:7](=[O:23])[CH2:6][CH2:5]2.[BH4-].[Na+].C(O)(=O)C>CO.O>[CH3:1][O:2][CH2:3][C@@:4]12[C@@H:21]3[C@H:12]([C@H:13]4[C@@:17]([CH2:19][CH2:20]3)([CH3:18])[C@@H:16]([OH:22])[CH2:15][CH2:14]4)[CH2:11][CH2:10][C:9]1=[CH:8][C@@H:7]([OH:23])[CH2:6][CH2:5]2 |f:1.2|. Procedure: 19-Methoxyandrost-4-ene-3,17-dione is dissolved in methanol and the solution cooled to 0° C. Sodium borohydride is added over a period of fifteen minutes and stirring continued for an additional two hours. The solution is poured into water containing a few drops of acetic acid. The white precipitate which forms is collected by filtration, dried and crystallized from acetone to yield the desired 19-methoxy-androst-4-ene-3β,17β-diol. As a reaction SMILES: [CH3:70][c:71]1[cH:72][cH:73][cH:74][cH:75][cH:76]1.[O:1]=[C:2]([O:3][CH2:4][CH3:5])[N:6]=[N:7][C:8]([O:9][CH2:10][CH3:11])=[O:12].[O:65]1[CH2:66][CH2:67][CH2:68][CH2:69]1.[OH:13][c:14]1[cH:15][cH:16][c:17]([CH2:18][n:19]2[cH:20][c:21]([CH2:30][CH2:31][C:32](=[O:33])[O:34][CH2:35][CH3:36])[c:22](-[c:24]3[cH:25][cH:26][cH:27][cH:28][cH:29]3)[cH:23]2)[cH:37][cH:38]1.[OH:39][CH2:40][c:41]1[cH:42][cH:43][cH:44][o:45]1.[c:46]1([P:47]([c:48]2[cH:49][cH:50][cH:51][cH:52][cH:53]2)[c:54]2[cH:55][cH:56][cH:57][cH:58][cH:59]2)[cH:60][cH:61][cH:62][cH:63][cH:64]1>>[O:13]([c:14]1[cH:15][cH:16][c:17]([CH2:18][n:19]2[cH:20][c:21]([CH2:30][CH2:31][C:32](=[O:33])[O:34][CH2:35][CH3:36])[c:22](-[c:24]3[cH:25][cH:26][cH:27][cH:28][cH:29]3)[cH:23]2)[cH:37][cH:38]1)[CH2:40][c:41]1[cH:42][cH:43][cH:44][o:45]1. Starting materials: Cc1ccccc1, CCOC(=O)N=NC(=O)OCC, C1CCOC1, CCOC(=O)CCc1cn(Cc2ccc(O)cc2)cc1-c1ccccc1, OCc1ccco1, c1ccc(P(c2ccccc2)c2ccccc2)cc1. The product is CCOC(=O)CCc1cn(Cc2ccc(OCc3ccco3)cc2)cc1-c1ccccc1. Starting materials: O.[OH-].[Li+] (lithium hydroxide hydrate), ClCCCOC1=CC=C(C=C1)C=1OC=C(N1)CC(=O)OC (methyl {2-[4-(3-chloropropoxy)phenyl]-1,3-oxazol-4-yl}acetate). Solvent: O (water), O1CCCC1 (tetrahydrofuran), O (water). Reaction conditions: time 1 hour. Product: ClCCCOC1=CC=C(C=C1)C=1OC=C(N1)CC(=O)O ({2-[4-(3-chloropropoxy)phenyl]-1,3-oxazol-4-yl}acetic acid). The yield is 81.0%. RXN SMILES: O.[OH-].[Li+].[Cl:4][CH2:5][CH2:6][CH2:7][O:8][C:9]1[CH:14]=[CH:13][C:12]([C:15]2[O:16][CH:17]=[C:18]([CH2:20][C:21]([O:23]C)=[O:22])[N:19]=2)=[CH:11][CH:10]=1>O.O1CCCC1>[Cl:4][CH2:5][CH2:6][CH2:7][O:8][C:9]1[CH:14]=[CH:13][C:12]([C:15]2[O:16][CH:17]=[C:18]([CH2:20][C:21]([OH:23])=[O:22])[N:19]=2)=[CH:11][CH:10]=1 |f:0.1.2|. Procedure details: A solution of lithium hydroxide hydrate (0.76 g, 18.11 mmol, 2 eq) in water (10 ml) is added to a solution of methyl {2-[4-(3-chloropropoxy)phenyl]-1,3-oxazol-4-yl}acetate ax62 (2.8 g, 9.06 mmol, 1 eq) in tetrahydrofuran (100 ml). The mixture is stirred at room temperature for 1 h. The mixture is then poured into water and extracted with diethyl ether (2×75 ml). The aqueous layer is acidified with 6 N aqueous hydrochloric acid and extracted with ethyl acetate. The organic layer is dried over mag... The solvent is O (water), C(C)O (ethanol), C1CCOC1 (THF), C1CCOC1 (THF). Isolated yield 70.0%. The reagents and catalysts are [I-].C(CCC)[N+](CCCC)(CCCC)CCCC (tetrabutyl ammonium iodide). Run at temperature 0 celsius, time 1 hour. Procedure details: Potassium t-Butoxide 1M in THF (80 mL) was added slowly to a solution of p-hydroxyphenyl glycine benzylimine (10.7 g, 36.2 mmol) in THF (250 mL) cooled to 0° C. under a nitrogen atmosphere. The reaction was stirred for 1 h, then allyl bromide (4.38 g, 36.2 mmol) was added slowly giving a slurry. The reaction was stirred for an additional hour then 4-chloromethyl 2-methyl quinoline (6.93 g, 36.1 mmol) and tetrabutyl ammonium iodide (20 mol %) was added. The reaction mixture was allowed to warm to... Starting materials: C(C=C)Br (allyl bromide), CS(=O)(=O)O (methanesulfonic acid), Cl (HCl), CC(C)([O-])C.[K+] (Potassium t-Butoxide), C(C1=CC=CC=C1)N=C(CNC1=CC=C(C=C1)O)O (p-hydroxyphenyl glycine benzylimine), ClCC1=CC(=NC2=CC=CC=C12)C (4-chloromethyl 2-methyl quinoline). Yields the product C(C=C)C1=C(C=CC(=C1)O)NCC(=O)O (2-allyl p-hydroxyphenyl glycine). Reaction SMILES: [CH3:1][C:2](C)([O-:4])[CH3:3].[K+].C(N=[C:15]([OH:25])[CH2:16][NH:17][C:18]1[CH:23]=[CH:22][C:21](O)=[CH:20][CH:19]=1)C1C=CC=CC=1.C(Br)C=C.ClCC1C2C(=CC=CC=2)N=C(C)C=1.Cl.CS(O)(=O)=[O:46]>C1COCC1.[I-].C([N+](CCCC)(CCCC)CCCC)CCC.C(O)C.O>[CH2:22]([C:23]1[CH:3]=[C:2]([OH:4])[CH:1]=[CH:19][C:18]=1[NH:17][CH2:16][C:15]([OH:25])=[O:46])[CH:21]=[CH2:20] |f:0.1,8.9|. Procedure: A mixture of 1-[N-(6-chloro-3-pyridylmethyl)-N-methylamino]-1-methylamino-2-nitroethylene(0.39 g), 37% aqueous solution of formaldehyde (0.16 g), 50% aqueous solution of dimethylamine (0.18 g) and acetonitrile (3 ml) was stirred at room temperature for 8.5 hours. The reaction mixture was concentrated to give 1-[N-(6-chloro-3-pyridylmethyl)-N-methylamino]-3-dimethylamino-1-methylamino-2-nitro-propene (Compound No. 1) (0.49 g) as a syrupy liquid. The product is ClC1=CC=C(C=N1)CN(C)C(=C(CN(C)C)[N+](=O)[O-])NC (1-[N-(6-chloro-3-pyridylmethyl)-N-methylamino]-3-dimethylamino-1-methylamino-2-nitro-propene). Isolated yield 102.8%. Reactants: ClC1=CC=C(C=N1)CN(C)C(=C[N+](=O)[O-])NC (1-[N-(6-chloro-3-pyridylmethyl)-N-methylamino]-1-methylamino-2-nitroethylene), aqueous solution, C=O (formaldehyde), aqueous solution, CNC (dimethylamine). Conditions: time 8.5 hour. Reaction SMILES: [Cl:1][C:2]1[N:7]=[CH:6][C:5]([CH2:8][N:9]([C:11]([NH:16][CH3:17])=[CH:12][N+:13]([O-:15])=[O:14])[CH3:10])=[CH:4][CH:3]=1.[CH2:18]=O.[CH3:20][NH:21][CH3:22]>C(#N)C>[Cl:1][C:2]1[N:7]=[CH:6][C:5]([CH2:8][N:9]([C:11]([NH:16][CH3:17])=[C:12]([N+:13]([O-:15])=[O:14])[CH2:20][N:21]([CH3:18])[CH3:22])[CH3:10])=[CH:4][CH:3]=1. The solvent is C(C)#N (acetonitrile). Reactants: C(C)OC=1C=C(C=CC1OC)C(CC(=O)O)N1C(C=2C(C1=O)=CC(=CC2)[N+](=O)[O-])=O (3-(3-ethoxy-4-methoxyphenyl)-3-(4-nitrophthalimido)propanoic acid), C(=O)(N1C=NC=C1)N1C=NC=C1 (carbonyldiimidazole), Cl.C(C1=CC=CC=C1)ON (O-benzylhydroxylamine hydrochloride). Solvent: O1CCCC1 (tetrahydrofuran). Product: C(C1=CC=CC=C1)ONC(CC(N1C(C=2C(C1=O)=CC(=CC2)[N+](=O)[O-])=O)C2=CC(=C(C=C2)OC)OCC)=O (N-benzyloxy-3-(3-ethoxy-4-methoxyphenyl)-3-(4-nitrophthalimido)-propionamide). Isolated yield 59.0%. Reaction SMILES: [CH2:1]([O:3][C:4]1[CH:5]=[C:6]([CH:12]([N:17]2[C:21](=[O:22])[C:20]3=[CH:23][C:24]([N+:27]([O-:29])=[O:28])=[CH:25][CH:26]=[C:19]3[C:18]2=[O:30])[CH2:13][C:14]([OH:16])=O)[CH:7]=[CH:8][C:9]=1[O:10][CH3:11])[CH3:2].C(N1C=CN=C1)(N1C=CN=C1)=O.Cl.[CH2:44]([O:51][NH2:52])[C:45]1[CH:50]=[CH:49][CH:48]=[CH:47][CH:46]=1>O1CCCC1>[CH2:44]([O:51][NH:52][C:14](=[O:16])[CH2:13][CH:12]([C:6]1[CH:7]=[CH:8][C:9]([O:10][CH3:11])=[C:4]([O:3][CH2:1][CH3:2])[CH:5]=1)[N:17]1[C:21](=[O:22])[C:20]2=[CH:23][C:24]([N+:27]([O-:29])=[O:28])=[CH:25][CH:26]=[C:19]2[C:18]1=[O:30])[C:45]1[CH:50]=[CH:49][CH:48]=[CH:47][CH:46]=1 |f:2.3|. Procedure details: N-Benzyloxy-3-(3-ethoxy-4-methoxyphenyl)-3-(4-nitrophthalimido)propionamide was prepared by the procedure of Example 1 from 3-(3-ethoxy-4-methoxyphenyl)-3-(4-nitrophthalimido)propanoic acid (2.84 g, 6.85 mmol), carbonyldiimidazole (1.22 g, 7.52 mmol) and O-benzylhydroxylamine hydrochloride (1.32 g, 8.27 mmol) in tetrahydrofuran (15 mL) to afford N-benzyloxy-3-(3-ethoxy-4-methoxyphenyl)-3-(4-nitrophthalimido)-propionamide as a yellow solid (2.1 g, 59% yield): mp, 159.0–161.0° C.; 1H NMR (DMSO-d6)...